Dataset: the Open Reaction Database (ORD), a public repository of structured organic reaction records. Task: describe an organic reaction: reactants, conditions, products, and yield Starting materials: CC(CCOC1OCCCC1)=C (2-(3-methyl-3-butenyloxy)tetrahydropyran), mercuric acetate, CO (methanol), [BH4-].[Na+] (NaBH4). Isolated yield 93.0%. Procedure details: To 2-(3-methyl-3-butenyloxy)tetrahydropyran (150.0 g, 881.0 mmol) in methanol (600 ml) was added mercuric acetate (309 g, 969 mmol) and the mixture was stirred until it became homogeneous. To this solution was added 0.5N NaOH (500 ml) in one portion followed by dropwise addition of 0.5N NaBH4 in 0.5N NaOH (500 ml). The mixture is stirred until mercury metal congeals at the bottom of the flask. The solution is decanted into a separatory funnel and extracted with ether (3×300 ml). The combined eth... Product: COC(CCOC1OCCCC1)(C)C (2-(3-methoxy-3-methylbutyloxy)tetrahydropyran). Reagents/catalysts: [Hg] (mercury). RXN SMILES: [CH3:1][C:2](=[CH2:12])[CH2:3][CH2:4][O:5][CH:6]1[CH2:11][CH2:10][CH2:9][CH2:8][O:7]1.[BH4-].[Na+].[CH3:15][OH:16]>[OH-].[Na+].[Hg]>[CH3:15][O:16][C:2]([CH3:1])([CH3:12])[CH2:3][CH2:4][O:5][CH:6]1[CH2:11][CH2:10][CH2:9][CH2:8][O:7]1 |f:1.2,4.5|. The solvent is [OH-].[Na+] (NaOH), [OH-].[Na+] (NaOH). Starting materials: C(C)(=O)N1C(N(C(C12N(C(NC1=CC=CC=C12)=O)C)=O)COCC1=CC=CC=C1)=O (3'-acetyl-1'-benzyloxymethyl-3-methyl-spiro[1,2,3,4-tetrahydroquinazoline-4,4'-imidazolidine]-2,2',5'-trione), C(C(C)C)I (isobutyl iodide). Yields the product C(C)(=O)N1C(N(C(C12N(C(N(C1=CC=CC=C12)CC(C)C)=O)C)=O)COCC1=CC=CC=C1)=O (3'-acetyl-1'-benzyloxymethyl-1-isobutyl-3-methyl-spiro[1,2,3,4-tetrahydroquinazoline-4,4'-imidazolidine]-2,2',5'-trione). RXN SMILES: [C:1]([N:4]1[C:8]2([C:17]3[C:12](=[CH:13][CH:14]=[CH:15][CH:16]=3)[NH:11][C:10](=[O:18])[N:9]2[CH3:19])[C:7](=[O:20])[N:6]([CH2:21][O:22][CH2:23][C:24]2[CH:29]=[CH:28][CH:27]=[CH:26][CH:25]=2)[C:5]1=[O:30])(=[O:3])[CH3:2].[CH2:31](I)[CH:32]([CH3:34])[CH3:33]>>[C:1]([N:4]1[C:8]2([C:17]3[C:12](=[CH:13][CH:14]=[CH:15][CH:16]=3)[N:11]([CH2:31][CH:32]([CH3:34])[CH3:33])[C:10](=[O:18])[N:9]2[CH3:19])[C:7](=[O:20])[N:6]([CH2:21][O:22][CH2:23][C:24]2[CH:25]=[CH:26][CH:27]=[CH:28][CH:29]=2)[C:5]1=[O:30])(=[O:3])[CH3:2]. Procedure: In the same manner as described in Example 36-(1), 3'-acetyl-1'-benzyloxymethyl-3-methyl-spiro[1,2,3,4-tetrahydroquinazoline-4,4'-imidazolidine]-2,2',5'-trione and isobutyl iodide are treated to give 3'-acetyl-1'-benzyloxymethyl-1-isobutyl-3-methyl-spiro[1,2,3,4-tetrahydroquinazoline-4,4'-imidazolidine]-2,2',5'-trione. The reactants are CCOCC, O=C(O)C(=O)N1CCC(Cc2ccc(F)cc2)CC1, Nc1ccc2c(c1)OCC(=O)N2. Product: O=C1COc2cc(NC(=O)C(=O)N3CCC(Cc4ccc(F)cc4)CC3)ccc2N1. RXN SMILES: [CH2:32]([O:33][CH2:34][CH3:35])[CH3:36].[F:13][c:14]1[cH:15][cH:16][c:17]([CH2:18][CH:19]2[CH2:20][CH2:21][N:22]([C:25]([C:26](=[O:27])[OH:28])=[O:29])[CH2:23][CH2:24]2)[cH:30][cH:31]1.[NH2:1][c:2]1[cH:3][c:4]2[c:5]([cH:11][cH:12]1)[NH:6][C:7](=[O:10])[CH2:8][O:9]2>>[NH:1]([c:2]1[cH:3][c:4]2[c:5]([cH:11][cH:12]1)[NH:6][C:7](=[O:10])[CH2:8][O:9]2)[C:26]([C:25]([N:22]1[CH2:21][CH2:20][CH:19]([CH2:18][c:17]2[cH:16][cH:15][c:14]([F:13])[cH:31][cH:30]2)[CH2:24][CH2:23]1)=[O:29])=[O:27]. Starting materials: CCS(=O)(=O)NC(c1cncc(Br)c1)C1CCCC1, O=C([O-])[O-], CC1(C)OB(c2ccc(C#N)c(Cl)c2)OC1(C)C, [Na+], [Na+], CN(C)C=O, Cl[Pd]Cl, c1ccc(P(c2ccccc2)c2ccccc2)cc1, c1ccc(P(c2ccccc2)c2ccccc2)cc1. The product is CCS(=O)(=O)NC(c1cncc(-c2ccc(C#N)c(Cl)c2)c1)C1CCCC1. Reaction SMILES: [Br:19][c:20]1[cH:21][c:22]([CH:26]([NH:27][S:28](=[O:29])(=[O:30])[CH2:31][CH3:32])[CH:33]2[CH2:34][CH2:35][CH2:36][CH2:37]2)[cH:23][n:24][cH:25]1.[C:38](=[O:39])([O-:40])[O-:41].[Cl:1][c:2]1[c:3]([C:4]#[N:5])[cH:6][cH:7][c:8]([B:10]2[O:11][C:12]([CH3:13])([CH3:14])[C:15]([CH3:16])([CH3:17])[O:18]2)[cH:9]1.[Na+:42].[Na+:43].[O:44]=[CH:45][N:46]([CH3:47])[CH3:48].[Pd:49]([Cl:50])[Cl:51].[c:52]1([P:53]([c:54]2[cH:55][cH:56][cH:57][cH:58][cH:59]2)[c:60]2[cH:61][cH:62][cH:63][cH:64][cH:65]2)[cH:66][cH:67][cH:68][cH:69][cH:70]1.[c:71]1([P:72]([c:73]2[cH:74][cH:75][cH:76][cH:77][cH:78]2)[c:79]2[cH:80][cH:81][cH:82][cH:83][cH:84]2)[cH:85][cH:86][cH:87][cH:88][cH:89]1>>[Cl:1][c:2]1[c:3]([C:4]#[N:5])[cH:6][cH:7][c:8](-[c:20]2[cH:21][c:22]([CH:26]([NH:27][S:28](=[O:29])(=[O:30])[CH2:31][CH3:32])[CH:33]3[CH2:34][CH2:35][CH2:36][CH2:37]3)[cH:23][n:24][cH:25]2)[cH:9]1. Starting materials: S=C(Cl)Cl, Nc1cc(C(F)(F)F)ccc1N1CCOCC1, C1COCCO1, O. Product: FC(F)(F)c1ccc(N2CCOCC2)c(N=C=S)c1. RXN SMILES: [Cl:18][C:19]([Cl:20])=[S:21].[O:1]1[CH2:2][CH2:3][N:4]([c:7]2[c:8]([NH2:9])[cH:10][c:11]([C:14]([F:15])([F:16])[F:17])[cH:12][cH:13]2)[CH2:5][CH2:6]1.[O:22]1[CH2:23][CH2:24][O:25][CH2:26][CH2:27]1.[OH2:28]>>[O:1]1[CH2:2][CH2:3][N:4]([c:7]2[c:8]([N:9]=[C:19]=[S:21])[cH:10][c:11]([C:14]([F:15])([F:16])[F:17])[cH:12][cH:13]2)[CH2:5][CH2:6]1. Starting materials: BrC(Br)(Br)Br, ClCCl, COc1ccc(CCC=O)cc1, [Zn]. Product: COc1ccc(CCC=C(Br)Br)cc1. Reaction SMILES: [C:1]([Br:2])([Br:3])([Br:4])[Br:5].[CH2:19]([Cl:20])[Cl:21].[CH3:6][O:7][c:8]1[cH:9][cH:10][c:11]([CH2:12][CH2:13][CH:14]=[O:15])[cH:16][cH:17]1.[Zn:18]>>[C:1]([Br:2])([Br:5])=[CH:14][CH2:13][CH2:12][c:11]1[cH:10][cH:9][c:8]([O:7][CH3:6])[cH:17][cH:16]1. The reactants are CS(C)=O, COc1ccc(-c2nc(CN)no2)cc1, CC#N, Cc1ccccc1-c1ccc(C(=O)N2Cc3ccc(C(=O)C(Cl)(Cl)Cl)n3Cc3ccccc32)cc1C. Yields the product COc1ccc(-c2nc(CNC(=O)c3ccc4n3Cc3ccccc3N(C(=O)c3ccc(-c5ccccc5C)c(C)c3)C4)no2)cc1. As a reaction SMILES: [CH3:37][S:38]([CH3:39])=[O:40].[CH3:41][O:42][c:43]1[cH:44][cH:45][c:46](-[c:49]2[n:50][c:51]([CH2:54][NH2:55])[n:52][o:53]2)[cH:47][cH:48]1.[CH3:56][C:57]#[N:58].[Cl:1][C:2]([C:3](=[O:4])[c:5]1[cH:6][cH:7][c:8]2[n:14]1[CH2:13][c:12]1[c:11]([cH:18][cH:17][cH:16][cH:15]1)[N:10]([C:19](=[O:20])[c:21]1[cH:22][c:23]([CH3:34])[c:24](-[c:27]3[c:28]([CH3:33])[cH:29][cH:30][cH:31][cH:32]3)[cH:25][cH:26]1)[CH2:9]2)([Cl:35])[Cl:36]>>[C:3](=[O:4])([c:5]1[cH:6][cH:7][c:8]2[n:14]1[CH2:13][c:12]1[c:11]([cH:18][cH:17][cH:16][cH:15]1)[N:10]([C:19](=[O:20])[c:21]1[cH:22][c:23]([CH3:34])[c:24](-[c:27]3[c:28]([CH3:33])[cH:29][cH:30][cH:31][cH:32]3)[cH:25][cH:26]1)[CH2:9]2)[NH:55][CH2:54][c:51]1[n:50][c:49](-[c:46]2[cH:45][cH:44][c:43]([O:42][CH3:41])[cH:48][cH:47]2)[o:53][n:52]1. The reactants are CC(O[Si](C)(C)C(C)(C)C)C(Nc1ccc(C#N)c(C(F)(F)F)c1)c1nnc(-c2ccc(S(C)(=O)=O)cc2)o1, CCCC[N+](CCCC)(CCCC)CCCC, C1CCOC1, [F-]. The product is CC(O)C(Nc1ccc(C#N)c(C(F)(F)F)c1)c1nnc(-c2ccc(S(C)(=O)=O)cc2)o1. Reaction SMILES: [C:1]([Si:2]([CH3:3])([CH3:4])[O:6][CH:7]([CH:8]([c:9]1[o:10][c:11](-[c:14]2[cH:15][cH:16][c:17]([S:20](=[O:21])(=[O:22])[CH3:23])[cH:18][cH:19]2)[n:12][n:13]1)[NH:24][c:25]1[cH:26][c:27]([C:33]([F:34])([F:35])[F:36])[c:28]([C:29]#[N:30])[cH:31][cH:32]1)[CH3:37])([CH3:5])([CH3:38])[CH3:39].[CH2:41]([N+:42]([CH2:43][CH2:44][CH2:45][CH3:46])([CH2:47][CH2:48][CH2:49][CH3:50])[CH2:51][CH2:52][CH2:53][CH3:54])[CH2:55][CH2:56][CH3:57].[CH2:58]1[O:59][CH2:60][CH2:61][CH2:62]1.[F-:40]>>[OH:6][CH:7]([CH:8]([c:9]1[o:10][c:11](-[c:14]2[cH:15][cH:16][c:17]([S:20](=[O:21])(=[O:22])[CH3:23])[cH:18][cH:19]2)[n:12][n:13]1)[NH:24][c:25]1[cH:26][c:27]([C:33]([F:34])([F:35])[F:36])[c:28]([C:29]#[N:30])[cH:31][cH:32]1)[CH3:37]. The reactants are Cc1cc(Br)ccc1CC#N, O=C([O-])[O-], COCCCc1ccccc1B(O)O, [Na+], [Na+], CN(C)C=O, O. Product: COCCCc1ccccc1-c1ccc(CC#N)c(C)c1. RXN SMILES: [Br:1][c:2]1[cH:3][c:4]([CH3:11])[c:5]([CH2:8][C:9]#[N:10])[cH:6][cH:7]1.[C:26](=[O:27])([O-:28])[O-:29].[CH3:12][O:13][CH2:14][CH2:15][CH2:16][c:17]1[c:18]([B:23]([OH:24])[OH:25])[cH:19][cH:20][cH:21][cH:22]1.[Na+:30].[Na+:31].[O:32]=[CH:33][N:34]([CH3:35])[CH3:36].[OH2:37]>>[c:2]1(-[c:18]2[c:17]([CH2:16][CH2:15][CH2:14][O:13][CH3:12])[cH:22][cH:21][cH:20][cH:19]2)[cH:3][c:4]([CH3:11])[c:5]([CH2:8][C:9]#[N:10])[cH:6][cH:7]1.